This data is from the Open Reaction Database (ORD), a public repository of structured organic reaction records. The task is: describe an organic reaction: reactants, conditions, products, and yield Reactants: CC=1OC2=NC(=C(C=C2N1)C(=O)O)C(=O)O (2-methyloxazolo[5,4-b]pyridine-5,6-dicarboxylic acid). Run in C(C)(=O)OC(C)=O (acetic anhydride). Reaction conditions: temperature 70 celsius. Product: CC=1OC2=NC3=C(C=C2N1)C(=O)OC3=O (2-Methyloxazolo[5,4-b]pyridine-5,6-dicarboxylic anhydride). Isolated yield 97.0%. Reaction SMILES: [CH3:1][C:2]1[O:3][C:4]2[C:9]([N:10]=1)=[CH:8][C:7]([C:11]([OH:13])=O)=[C:6]([C:14]([OH:16])=[O:15])[N:5]=2>C(OC(=O)C)(=O)C>[CH3:1][C:2]1[O:3][C:4]2[C:9]([N:10]=1)=[CH:8][C:7]1[C:11]([O:16][C:14](=[O:15])[C:6]=1[N:5]=2)=[O:13]. Reported procedure: A suspension of 2-methyloxazolo[5,4-b]pyridine-5,6-dicarboxylic acid (4.84 g, 0.0218 mol) in acetic anhydride (150 mL) is slowly heated to 70° C. at which point all the solids dissolve forming a yellow solution. The reaction mixture is heated at 70° C. overnight, cooled to room temperature, and concentrated in vacuo. Xylene is added to remove excess acetic anhydride by codistillation. 2-Methyloxazolo[5,4-b]pyridine-5,6-dicarboxylic anhydride is obtained as a pale yellow solid in 97% yield meltin... The reactants are FC1=C(C=CC(=C1)F)C=1N=C2OC=CN2C1C=1C=NC(=CC1)NN (6-(2,4-difluorophenyl)-5-(6-hydrazinylpyridin-3-yl)imidazo[2,1-b]oxazole), NN (hydrazine), FC1=NC=C(C=C1)B(O)O (2-fluoropyridine-5-boronic acid), [Li+].[OH-] (LiOH), C(C)(=O)O.C(C)(=O)O.IC1=CC=CC=C1 (iodobenzene diacetate), FC1=CC=C(C=C1)C=1N=C2OC=CN2C1 (6-(4-fluorophenyl)-imidazo[2,1-b]oxazole), C1CC(=O)N(C1=O)I (NIS), O=CC(=O)OCC (ethyl 2-oxoacetate). Run in O (water), CO (MeOH). Reaction conditions: temperature 65 celsius, time 15 minute. Yields the product N=1N=CN2C1C=CC(=C2)C2=C(N=C1OC=CN12)C1=CC=C(C=C1)F (5-([1,2,4]Triazolo[4,3-a]pyridin-6-yl)-6-(4-fluorophenyl)imidazo[2,1-b]oxazole). Yield: 80.0%. Reaction SMILES: F[C:2]1[CH:7]=[C:6]([F:8])[CH:5]=[CH:4][C:3]=1[C:9]1[N:10]=[C:11]2[N:15]([C:16]=1[C:17]1[CH:18]=[N:19][C:20]([NH:23][NH2:24])=[CH:21][CH:22]=1)[CH:14]=[CH:13][O:12]2.F[C:26]1C=CC(C2N=C3N(C=2)C=CO3)=CC=1.C1C(=O)N(I)C(=O)C1.FC1C=CC(B(O)O)=CN=1.NN.O=CC(OCC)=O.C(O)(=O)C.C(O)(=O)C.IC1C=CC=CC=1.[Li+].[OH-]>CO.O>[N:23]1[N:24]=[CH:26][N:19]2[CH:18]=[C:17]([C:16]3[N:15]4[C:11]([O:12][CH:13]=[CH:14]4)=[N:10][C:9]=3[C:3]3[CH:4]=[CH:5][C:6]([F:8])=[CH:7][CH:2]=3)[CH:22]=[CH:21][C:20]=12 |f:6.7.8,9.10|. Procedure details: The 6-(2,4-difluorophenyl)-5-(6-hydrazinylpyridin-3-yl)imidazo[2,1-b]oxazole (0.20 g, 0.65 mmol; prepared using A from 6-(4-fluorophenyl)-imidazo[2,1-b]oxazole [prepared according to WO2004110990A2, Example 1, Steps 1-3] with NIS, C with 2-fluoropyridine-5-boronic acid [Asymchem], D with hydrazine) and ethyl 2-oxoacetate (0.65 mL, 9.7 mmol) were dissolved in MeOH (5.0 mL) and heated to about 65° C. for about 1 h. The MeOH was evaporated and then DCM (5 mL) was added followed by iodobenzene diace... The reactants are CN(C)C=O, O=C(O)Cn1cc(Nc2ncnc3cc(OCCCCl)ccc23)cn1, Cl, O=C(Oc1c(F)c(F)c(F)c(F)c1F)C(F)(F)F, Nc1ccccc1, c1ccncc1. The product is O=C(Cn1cc(Nc2ncnc3cc(OCCCCl)ccc23)cn1)Nc1ccccc1. As a reaction SMILES: [CH3:58][N:59]([CH3:60])[CH:61]=[O:62].[Cl:19][CH2:20][CH2:21][CH2:22][O:23][c:24]1[cH:25][cH:26][c:27]2[c:28]([NH:34][c:35]3[cH:36][n:37][n:38]([CH2:40][C:41](=[O:42])[OH:43])[cH:39]3)[n:29][cH:30][n:31][c:32]2[cH:33]1.[ClH:57].[F:1][C:2]([F:3])([F:4])[C:5]([O:6][c:7]1[c:8]([F:9])[c:10]([F:11])[c:12]([F:13])[c:14]([F:15])[c:16]1[F:17])=[O:18].[NH2:50][c:51]1[cH:52][cH:53][cH:54][cH:55][cH:56]1.[cH:44]1[cH:45][cH:46][n:47][cH:48][cH:49]1>>[Cl:19][CH2:20][CH2:21][CH2:22][O:23][c:24]1[cH:25][cH:26][c:27]2[c:28]([NH:34][c:35]3[cH:36][n:37][n:38]([CH2:40][C:41](=[O:42])[NH:50][c:51]4[cH:52][cH:53][cH:54][cH:55][cH:56]4)[cH:39]3)[n:29][cH:30][n:31][c:32]2[cH:33]1. Reactants: COc1ccccc1N1CCN(CCC(=O)NN)CC1, Cc1ccccc1, O=C=Nc1ccccc1. Yields the product COc1ccccc1N1CCN(CCC(=O)NNC(=O)Nc2ccccc2)CC1. RXN SMILES: [CH3:1][O:2][c:3]1[c:4]([N:9]2[CH2:10][CH2:11][N:12]([CH2:15][CH2:16][C:17](=[O:18])[NH:19][NH2:20])[CH2:13][CH2:14]2)[cH:5][cH:6][cH:7][cH:8]1.[CH3:30][c:31]1[cH:32][cH:33][cH:34][cH:35][cH:36]1.[O:21]=[C:22]=[N:23][c:24]1[cH:25][cH:26][cH:27][cH:28][cH:29]1>>[CH3:1][O:2][c:3]1[c:4]([N:9]2[CH2:10][CH2:11][N:12]([CH2:15][CH2:16][C:17](=[O:18])[NH:19][NH:20][C:22](=[O:21])[NH:23][c:24]3[cH:25][cH:26][cH:27][cH:28][cH:29]3)[CH2:13][CH2:14]2)[cH:5][cH:6][cH:7][cH:8]1. Reactants: FC1=CC=C(C=C1)N1N=CC2=CC(=CC=C12)O[C@@H]([C@H](C)N)C1=CC(=CC=C1)OC ((1R,2S)-1-{[1-(4-fluorophenyl)-1H-indazol-5-yl]oxy}-1-(3-methoxyphenyl)propan-2-amine), O1N=C(C=C1)C(=O)O (isoxazole-3-carboxylic acid). Yields the product FC1=CC=C(C=C1)N1N=CC2=CC(=CC=C12)O[C@@H]([C@H](C)NC(=O)C1=NOC=C1)C1=CC(=CC=C1)OC (N-[(1R,2S)-1-[1-(4-fluorophenyl)indazol-5-yl]oxy-1-(3-methoxyphenyl)propan-2yl]1,2-oxazole-3-carboxamide). As a reaction SMILES: [F:1][C:2]1[CH:7]=[CH:6][C:5]([N:8]2[C:16]3[C:11](=[CH:12][C:13]([O:17][C@H:18]([C:22]4[CH:27]=[CH:26][CH:25]=[C:24]([O:28][CH3:29])[CH:23]=4)[C@@H:19]([NH2:21])[CH3:20])=[CH:14][CH:15]=3)[CH:10]=[N:9]2)=[CH:4][CH:3]=1.[O:30]1[CH:34]=[CH:33][C:32]([C:35](O)=[O:36])=[N:31]1>>[F:1][C:2]1[CH:3]=[CH:4][C:5]([N:8]2[C:16]3[C:11](=[CH:12][C:13]([O:17][C@H:18]([C:22]4[CH:27]=[CH:26][CH:25]=[C:24]([O:28][CH3:29])[CH:23]=4)[C@@H:19]([NH:21][C:35]([C:32]4[CH:33]=[CH:34][O:30][N:31]=4)=[O:36])[CH3:20])=[CH:14][CH:15]=3)[CH:10]=[N:9]2)=[CH:6][CH:7]=1. Reported procedure: Prepared as described in Example 269 from (1R,2S)-1-(1-(4-fluorophenyl)-1H-indazol-5yloxy)-1-(3-methoxyphenyl)propan-2-amine (6a, 50 mg, 0.13 mmol) and isoxazole-3-carboxylic acid (17 mg, 0.15 mmol). Starting materials: N (ammonia), OC(C(=O)C1=CC=C(OCC(=O)OC)C=C1)(C)C (methyl 4-(2-hydroxy-2-methylpropionyl)phenoxyacetate). Solvent: O1CCOCC1 (dioxane). Reaction conditions: time 2 hour. Yields the product OC(C(=O)C1=CC=C(OCC(=O)N)C=C1)(C)C (4-(2-Hydroxy-2-methylpropionyl)phenoxyacetamide). Reaction SMILES: [NH3:1].[OH:2][C:3]([CH3:19])([CH3:18])[C:4]([C:6]1[CH:17]=[CH:16][C:9]([O:10][CH2:11][C:12](OC)=[O:13])=[CH:8][CH:7]=1)=[O:5]>O1CCOCC1>[OH:2][C:3]([CH3:19])([CH3:18])[C:4]([C:6]1[CH:17]=[CH:16][C:9]([O:10][CH2:11][C:12]([NH2:1])=[O:13])=[CH:8][CH:7]=1)=[O:5]. Procedure: 75.0 g of 25% strength ammonia are added dropwise with stirring to 25.2 g (0.1 mol) of methyl 4-(2-hydroxy-2-methylpropionyl)phenoxyacetate (obtained by esterifying compound IIg using methanol) in 50 ml of dioxane.After being stirred for 2 hours, the mixture is evaporated to solidification. The crude product is recrystallized from hot water, 22.1 gof compound IIt of melting point 139° C. being obtained. Reactants: C(C)OC(=O)C=1C(=NC(=NC1)CC)Cl (5-ethoxycarbonyl 4-chloro 2-ethyl pyrimidine), C(C)O (ethanol), [Na] (sodium), C(C)O (ethanol), C(C)O (ethanol). Reaction conditions: time 15 minute. Product: C(C)OC(=O)C=1C(=NC(=NC1)CC)OCC (5-ethoxycarbonyl 4-ethoxy 2-ethyl pyrimidine). The yield is 68.0%. As a reaction SMILES: [CH2:1]([O:3][C:4]([C:6]1[C:7](Cl)=[N:8][C:9]([CH2:12][CH3:13])=[N:10][CH:11]=1)=[O:5])[CH3:2].[Na].[CH2:16]([OH:18])[CH3:17]>>[CH2:1]([O:3][C:4]([C:6]1[C:7]([O:18][CH2:16][CH3:17])=[N:8][C:9]([CH2:12][CH3:13])=[N:10][CH:11]=1)=[O:5])[CH3:2] |^1:14|. Procedure details: To a solution cooled to 0° C. of 64.5 g of 5-ethoxycarbonyl 4-chloro 2-ethyl pyrimidine obtained in the preceding stage, in 200 ml of ethanol, was slowly added a solution of 7.75 g of sodium in 200 ml of ethanol, this being stirred for 15 min. after the addition. Then the solution was acidified to a pH≃3 with hydrochloric ethanol≃6.5 N, and the solvent was evaporated. The residue was diluted in water, extracted with chloroform, dried on sodium sulfate and the solvent evaporated. The residue was ... Reactants: C(C)(C)(C)OC(N[C@@H](C)C1=NC2=C(N1C1=CC=CC=C1)C=CC(=C2)C)=O ([(S)-1-(5-methyl-1-phenyl-1H-benzoimidazol-2-yl)ethyl]carbamic acid tertbutyl ester), C(=O)(C(F)(F)F)O (TFA). Run in C(Cl)Cl (DCM). Run at time 2 hour. Product: CC1=CC2=C(N(C(=N2)[C@H](C)N)C2=CC=CC=C2)C=C1 ((S)-1-(5-Methyl-1-phenyl-1H-benzoimidazol-2-yl)ethylamine). The yield is 94.8%. RXN SMILES: C(OC(=O)[NH:7][C@H:8]([C:10]1[N:14]([C:15]2[CH:20]=[CH:19][CH:18]=[CH:17][CH:16]=2)[C:13]2[CH:21]=[CH:22][C:23]([CH3:25])=[CH:24][C:12]=2[N:11]=1)[CH3:9])(C)(C)C.C(O)(C(F)(F)F)=O>C(Cl)Cl>[CH3:25][C:23]1[CH:22]=[CH:21][C:13]2[N:14]([C:15]3[CH:16]=[CH:17][CH:18]=[CH:19][CH:20]=3)[C:10]([C@@H:8]([NH2:7])[CH3:9])=[N:11][C:12]=2[CH:24]=1. Procedure details: To a solution of [(S)-1-(5-methyl-1-phenyl-1H-benzoimidazol-2-yl)ethyl]carbamic acid tertbutyl ester (912 mg, 2.59 mmol) in DCM (10 mL) was added TFA (5 mL) and the mixture was stirred at RT for 2 h. Volatiles were removed under reduced pressure and the resulting residue was dissolved in DCM (40 mL) and washed with a saturated solution of NaHCO3 (50 mL). The two phase system was stirred for 10 min, then the organic layer was dried (Na2SO4) and concentrated in vacuo affording (S)-1-(5-Methyl-1-ph... Yields the product CC(N1CCC(CCO)(c2ccc(F)cc2)OC1=O)C(C)(C)C. As a reaction SMILES: [BH4-:27].[CH2:1]([CH:2]=[CH2:3])[C:4]1([c:17]2[cH:18][cH:19][c:20]([F:23])[cH:21][cH:22]2)[CH2:5][CH2:6][N:7]([CH:11]([CH3:12])[C:13]([CH3:14])([CH3:15])[CH3:16])[C:8](=[O:10])[O:9]1.[Cl:29][CH2:30][Cl:31].[Na+:28].[O-:24][O+:25]=[O:26]>>[CH2:1]([CH2:2][OH:24])[C:4]1([c:17]2[cH:18][cH:19][c:20]([F:23])[cH:21][cH:22]2)[CH2:5][CH2:6][N:7]([CH:11]([CH3:12])[C:13]([CH3:14])([CH3:15])[CH3:16])[C:8](=[O:10])[O:9]1. Reactants: [BH4-], C=CCC1(c2ccc(F)cc2)CCN(C(C)C(C)(C)C)C(=O)O1, ClCCl, [Na+], O=[O+][O-].